This data is from the Open Reaction Database (ORD), a public repository of structured organic reaction records. The task is: describe an organic reaction: reactants, conditions, products, and yield Starting materials: CCNCC, CC(C)CC=CC(=O)O, ClCCl, CN(C)C=O, O=S(Cl)Cl. Product: CCN(CC)C(=O)C=CCC(C)C. RXN SMILES: [CH2:14]([CH3:15])[NH:16][CH2:17][CH3:18].[CH3:1][CH:2]([CH2:3][CH:4]=[CH:5][C:6](=[O:7])[OH:8])[CH3:9].[Cl:19][CH2:20][Cl:21].[O:22]=[CH:23][N:24]([CH3:25])[CH3:26].[S:10]([Cl:11])([Cl:12])=[O:13]>>[CH3:1][CH:2]([CH2:3][CH:4]=[CH:5][C:6](=[O:8])[N:16]([CH2:14][CH3:15])[CH2:17][CH3:18])[CH3:9].